This data is from the Open Reaction Database (ORD), a public repository of structured organic reaction records. The task is: describe an organic reaction: reactants, conditions, products, and yield Starting materials: CN(C)c1ccnc(Cl)n1, O, NC1CCN(CCc2ccccc2)CC1. Yields the product CN(C)c1ccnc(NC2CCN(CCc3ccccc3)CC2)n1. Reaction SMILES: [Cl:16][c:17]1[n:18][cH:19][cH:20][c:21]([N:23]([CH3:24])[CH3:25])[n:22]1.[OH2:26].[c:1]1([CH2:7][CH2:8][N:9]2[CH2:10][CH2:11][CH:12]([NH2:15])[CH2:13][CH2:14]2)[cH:2][cH:3][cH:4][cH:5][cH:6]1>>[c:1]1([CH2:7][CH2:8][N:9]2[CH2:10][CH2:11][CH:12]([NH:15][c:17]3[n:18][cH:19][cH:20][c:21]([N:23]([CH3:24])[CH3:25])[n:22]3)[CH2:13][CH2:14]2)[cH:2][cH:3][cH:4][cH:5][cH:6]1. The reactants are NNC(=O)c1ccccc1, O=Cc1ccccc1O, O. The product is O=C(NN=Cc1ccccc1O)c1ccccc1. As a reaction SMILES: [C:1]([c:2]1[cH:3][cH:4][cH:5][cH:6][cH:7]1)(=[O:8])[NH:9][NH2:10].[CH:11](=[O:12])[c:13]1[cH:14][cH:15][cH:16][cH:17][c:18]1[OH:19].[OH2:20]>>[C:1]([c:2]1[cH:3][cH:4][cH:5][cH:6][cH:7]1)(=[O:8])[NH:9][N:10]=[CH:11][c:13]1[cH:14][cH:15][cH:16][cH:17][c:18]1[OH:19]. The reactants are Cc1cc(Br)ccc1C(=O)O, CN1CCNCC1, O=C(Cl)C(=O)Cl, ClCCl, O. The product is Cc1cc(Br)ccc1C(=O)N1CCN(C)CC1. RXN SMILES: [Br:7][c:8]1[cH:9][c:10]([CH3:17])[c:11]([C:12](=[O:13])[OH:14])[cH:15][cH:16]1.[CH3:18][N:19]1[CH2:20][CH2:21][NH:22][CH2:23][CH2:24]1.[Cl:1][C:2]([C:3]([Cl:4])=[O:5])=[O:6].[Cl:25][CH2:26][Cl:27].[OH2:28]>>[Br:7][c:8]1[cH:9][c:10]([CH3:17])[c:11]([C:12](=[O:14])[N:22]2[CH2:21][CH2:20][N:19]([CH3:18])[CH2:24][CH2:23]2)[cH:15][cH:16]1. RXN SMILES: [ClH:1].[C:2]([O:5][CH2:6][CH2:7][SH:8])(=[O:4])[CH3:3].[CH2:9]=O.[Cl-].[Ca+2].[Cl-]>C(Cl)Cl>[Cl:1][CH2:9][S:8][CH2:7][CH2:6][O:5][C:2](=[O:4])[CH3:3] |f:3.4.5|. The solvent is C(Cl)Cl (Methylene chloride). Reaction conditions: time 4 hour. Procedure: Hydrogen chloride gas was introduced into a mixture of 2-acetoxyethanethiol (24.0 g) and paraformaldehyde (6.0 g) at a moderate rate with external cooling for 3 hours. Calcium chloride (25 g) was added and the reaction mixture allowed to stand in a salt-ice bath for 4 hours. Methylene chloride (200 ml) was added, the reaction mixture filtered and the solvent evaporated with rigorous exclusion of moisture. The residual oil was distilled to give 2-acetyloxyethyl chloromethyl sulfide (18.5 g, bp 82... The reactants are Cl (Hydrogen chloride), C(C)(=O)OCCS (2-acetoxyethanethiol), C=O (paraformaldehyde), [Cl-].[Ca+2].[Cl-] (Calcium chloride). The product is ClCSCCOC(C)=O (2-acetyloxyethyl chloromethyl sulfide). The reactants are Cl (HCl), [OH-].[Li+] (lithium hydroxide), O (water), ClC=1C=C(C=C(C1)F)C=1C=C(OC1C1=CC(=CC=C1)C#N)C(=O)OCC (Ethyl 4-(3-chloro-5-fluorophenyl)-5-(3-cyanophenyl)furan-2-carboxylate). The solvent is O1CCCC1 (tetrahydrofuran). Conditions: time 8 hour. Yields the product ClC=1C=C(C=C(C1)F)C=1C=C(OC1C1=CC(=CC=C1)C#N)C(=O)O (4-(3-Chloro-5-fluorophenyl)-5-(3-cyanophenyl)furan-2-carboxylic acid). As a reaction SMILES: [Cl:1][C:2]1[CH:3]=[C:4]([C:9]2[CH:10]=[C:11]([C:22]([O:24]CC)=[O:23])[O:12][C:13]=2[C:14]2[CH:19]=[CH:18][CH:17]=[C:16]([C:20]#[N:21])[CH:15]=2)[CH:5]=[C:6]([F:8])[CH:7]=1.[OH-].[Li+].O.Cl>O1CCCC1>[Cl:1][C:2]1[CH:3]=[C:4]([C:9]2[CH:10]=[C:11]([C:22]([OH:24])=[O:23])[O:12][C:13]=2[C:14]2[CH:19]=[CH:18][CH:17]=[C:16]([C:20]#[N:21])[CH:15]=2)[CH:5]=[C:6]([F:8])[CH:7]=1 |f:1.2|. Reported procedure: 1.05 g (2.84 mmol) of the compound from Example 11A are provided in 30 ml of tetrahydrofuran, and 0.68 g (28.4 mmol) of lithium hydroxide and 10 ml of water are added at room temperature. The mixture is stirred at room temperature overnight, a 1N aqueous HCl solution is then added until an acidic pH is established, the mixture is extracted with ethyl acetate and the organic phase is washed with water, dried over sodium sulfate, filtered and concentrated. The crude product is purified by preparat... Starting materials: CNC (Dimethylamine), N1C=CC2=C(C=CC=C12)C=1C=C(C=CC1)CC(=O)O ([3-(1H-indol-4-yl)-phenyl]-acetic acid), C(CCl)Cl (EDC), C=1C=CC2=C(C1)N=NN2O (HOBt). Run in C1CCOC1 (THF). Reaction conditions: time 5 hour. Product: N1C=CC2=C(C=CC=C12)C=1C=C(C=CC1)CC(=O)N(C)C (2-[3-(1H-indol-4-yl)-phenyl]-N,N-dimethyl-acetamide). RXN SMILES: [CH3:1][NH:2][CH3:3].[NH:4]1[C:12]2[C:7](=[C:8]([C:13]3[CH:14]=[C:15]([CH2:19][C:20]([OH:22])=O)[CH:16]=[CH:17][CH:18]=3)[CH:9]=[CH:10][CH:11]=2)[CH:6]=[CH:5]1.C(Cl)CCl.C1C=CC2N(O)N=NC=2C=1>C1COCC1>[NH:4]1[C:12]2[C:7](=[C:8]([C:13]3[CH:14]=[C:15]([CH2:19][C:20]([N:2]([CH3:3])[CH3:1])=[O:22])[CH:16]=[CH:17][CH:18]=3)[CH:9]=[CH:10][CH:11]=2)[CH:6]=[CH:5]1. Procedure details: Dimethylamine (2M in THF, 5 mL) was added to a mixture of [3-(1H-indol-4-yl)-phenyl]-acetic acid (1.26 g, 5 mmol), EDC (1.19 g, 1.25 eq.) and HOBt (675 mg, 1 eq.) in THF (10 mL) was stirred at rt for 5 hours. The reaction was concentrated, diluted with ethyl acetate, washed with 10% Na2CO3 (3×), brine, dried and concentrated. The residue was purified on a silica gel column to give 658 mg of 2-[3-(1H-indol-4-yl)-phenyl]-N,N-dimethyl-acetamide as a solid. Reactants: [N+](=O)([O-])C=1C=CC(=NC1)OC=1C=C2CCC(OC2=CC1)C1=CC=CC=C1 (5-nitro-2-(2-phenylchroman-6-yloxy)pyridine), COC=1C=C(C=CC1)C1OC2=CC=C(C=C2C(C1)O)O (2-(3-methoxyphenyl)chroman-4,6-diol). Product: COC=1C=C(C=CC1)C1OC2=CC=C(C=C2C(C1)O)OC1=NC=C(C=C1)[N+](=O)[O-] (2-(3-Methoxyphenyl)-6-(5-nitropyridin-2-yloxy)chroman-4-ol). RXN SMILES: [N+:1]([C:4]1[CH:5]=[CH:6][C:7](OC2C=C3C(=CC=2)OC(C2C=CC=CC=2)CC3)=[N:8][CH:9]=1)([O-:3])=[O:2].[CH3:27][O:28][C:29]1[CH:30]=[C:31]([CH:35]2[CH2:44][CH:43]([OH:45])[C:42]3[C:37](=[CH:38][CH:39]=[C:40]([OH:46])[CH:41]=3)[O:36]2)[CH:32]=[CH:33][CH:34]=1>>[CH3:27][O:28][C:29]1[CH:30]=[C:31]([CH:35]2[CH2:44][CH:43]([OH:45])[C:42]3[C:37](=[CH:38][CH:39]=[C:40]([O:46][C:7]4[CH:6]=[CH:5][C:4]([N+:1]([O-:3])=[O:2])=[CH:9][N:8]=4)[CH:41]=3)[O:36]2)[CH:32]=[CH:33][CH:34]=1. Procedure details: 2-(3-Methoxyphenyl)-6-(5-nitropyridin-2-yloxy)chroman-4-ol was prepared as described for 5-nitro-2-(2-phenylchroman-6-yloxy)pyridine in Example 1(b) starting from 2-(3-methoxyphenyl)chroman-4,6-diol (Example 99(b)). 1H NMR (400 MHz, d6-DMSO) δ: 9.04 (d, 1H, J 2.9 Hz), 8.61 (dd, 1H, 9.1, 2.9 Hz), 7.34 (t, 1H, J 15.7, 7.8 Hz), 7.25 (d, 1H, J 2.4 Hz), 7.22 (d, 1H, 9.1 Hz), 7.00-7.06 (m, 3H), 6.92 (dd, 1H, J 8.8, 2.4 Hz), 6.88 (d, 1H, J 8.8 Hz), 5.64 (d, 1H, J 6.4 Hz), 5.27 (d, 1H, J 10.7 Hz), 4.95-... Reactants: O=C(O)c1ccc(-c2cnc3c(c2)N(Cc2cc(Cl)ccc2C(F)(F)F)CCN3)cc1, NC1Cc2ccccc2C1. Product: O=C(NC1Cc2ccccc2C1)c1ccc(-c2cnc3c(c2)N(Cc2cc(Cl)ccc2C(F)(F)F)CCN3)cc1. As a reaction SMILES: [Cl:1][c:2]1[cH:3][cH:4][c:5]([C:28]([F:29])([F:30])[F:31])[c:6]([CH2:7][N:8]2[c:9]3[c:10]([n:14][cH:15][c:16](-[c:18]4[cH:19][cH:20][c:21]([C:22](=[O:23])[OH:24])[cH:25][cH:26]4)[cH:17]3)[NH:11][CH2:12][CH2:13]2)[cH:27]1.[NH2:32][CH:33]1[CH2:34][c:35]2[cH:36][cH:37][cH:38][cH:39][c:40]2[CH2:41]1>>[Cl:1][c:2]1[cH:3][cH:4][c:5]([C:28]([F:29])([F:30])[F:31])[c:6]([CH2:7][N:8]2[c:9]3[c:10]([n:14][cH:15][c:16](-[c:18]4[cH:19][cH:20][c:21]([C:22](=[O:24])[NH:32][CH:33]5[CH2:34][c:35]6[cH:36][cH:37][cH:38][cH:39][c:40]6[CH2:41]5)[cH:25][cH:26]4)[cH:17]3)[NH:11][CH2:12][CH2:13]2)[cH:27]1. The reactants are C(C)(=O)O[C@H]1[C@@H](O[C@@H]([C@H]([C@@H]1OC(C)=O)OC(C)=O)COC(C)=O)C1=CC(=C(C2=CC=CC=C12)OC)CC=1SC(=CC1)Br (1-(2,3,4,6-tetra-O-acetyl-β-D-glucopyranosyl)-3-(5-bromo-2-thienylmethyl)-4-methoxylnaphthalene), C(CCC)[Sn](C1=NC=CC=N1)(CCCC)CCCC (2-tributylstannylpyrimidine), ( 6 ). Yields the product [C@@H]1([C@H](O)[C@@H](O)[C@H](O)[C@H](O1)CO)C1=CC(=C(C2=CC=CC=C12)OC)CC=1SC(=CC1)C1=NC=CC=N1 (1-(β-D-glucopyranosyl)-3-(5-(2-pyrimidinyl)-2-thienyl-methyl)-4-methoxylnaphthalene). RXN SMILES: C([O:4][C@@H:5]1[C@@H:10]([O:11]C(=O)C)[C@H:9]([O:15]C(=O)C)[C@@H:8]([CH2:19][O:20]C(=O)C)[O:7][C@H:6]1[C:24]1[C:33]2[C:28](=[CH:29][CH:30]=[CH:31][CH:32]=2)[C:27]([O:34][CH3:35])=[C:26]([CH2:36][C:37]2[S:38][C:39](Br)=[CH:40][CH:41]=2)[CH:25]=1)(=O)C.C([Sn](CCCC)(CCCC)[C:48]1[N:53]=[CH:52][CH:51]=[CH:50][N:49]=1)CCC>>[C@@H:6]1([C:24]2[C:33]3[C:28](=[CH:29][CH:30]=[CH:31][CH:32]=3)[C:27]([O:34][CH3:35])=[C:26]([CH2:36][C:37]3[S:38][C:39]([C:48]4[N:53]=[CH:52][CH:51]=[CH:50][N:49]=4)=[CH:40][CH:41]=3)[CH:25]=2)[O:7][C@H:8]([CH2:19][OH:20])[C@@H:9]([OH:15])[C@H:10]([OH:11])[C@H:5]1[OH:4]. Procedure details: 1-(2,3,4,6-tetra-O-acetyl-β-D-glucopyranosyl)-3-(5-bromo-2-thienylmethyl)-4-methoxylnaphthalene obtained in Example 265-(3) and 2-tributylstannylpyrimidine were treated in a manner similar to Example 128-(5) and (6) to give 1-(β-D-glucopyranosyl)-3-(5-(2-pyrimidinyl)-2-thienyl-methyl)-4-methoxylnaphthalene. APCI-Mass m/Z 495 (M+H). Yields the product ammonium salt, N.ClC1=CC=C(C=C1)[C@H](C)N1C(=NC2=C1C(CCC2)CC(=O)O)C(C)C ([1-[(1S)-1-(4-chlorophenyl)ethyl]-2-(1-methylethyl)-4,5,6,7-tetrahydro-1H-benzimidazol-7-yl]acetic acid ammonia salt). Solvent: CO (methanol), C(C)#N.O (acetonitrile water). Reaction SMILES: [Cl:1][C:2]1[CH:7]=[CH:6][C:5]([C@@H:8]([N:10]2[C:14]3[CH:15]([CH2:19][C:20]([O:22]CC4C=CC=CC=4)=[O:21])[CH2:16][CH2:17][CH2:18][C:13]=3[N:12]=[C:11]2[CH:30]([CH3:32])[CH3:31])[CH3:9])=[CH:4][CH:3]=1.[OH-].[Na+].Cl>CO.C(#N)C.O>[NH3:10].[Cl:1][C:2]1[CH:7]=[CH:6][C:5]([C@@H:8]([N:10]2[C:14]3[CH:15]([CH2:19][C:20]([OH:22])=[O:21])[CH2:16][CH2:17][CH2:18][C:13]=3[N:12]=[C:11]2[CH:30]([CH3:32])[CH3:31])[CH3:9])=[CH:4][CH:3]=1 |f:1.2,5.6,7.8|. Run at time 8 hour. Procedure: Intermediate 66 (177 mg) was dissolved in methanol (4 mL). NaOH (2 mL, 6.60 mmol) was added to the stirred reaction mixture as a 3.3 N aqueous soln and the reaction mixture. After stirring overnight the reaction mixture was conc in vacuo and taken up in acetonitrile/water. The soln was taken to pH4-5 by the addition of 2 M aqueous HCl and loaded onto an SCX column. After washing with water and acetonitrile, the product was eluted with 2 M ammonia soln in methanol. The washing were conc in vacuo ... Reactants: ClC1=CC=C(C=C1)[C@H](C)N1C(=NC2=C1C(CCC2)CC(=O)OCC2=CC=CC=C2)C(C)C (Phenylmethyl [1-[(1S)-1-(4-chlorophenyl)ethyl]-2-(1-methylethyl)-4,5,6,7-tetrahydro-1H-benzimidazol-7-yl]acetate), Cl (HCl), [OH-].[Na+] (NaOH).